This data is from the Open Reaction Database (ORD), a public repository of structured organic reaction records. The task is: describe an organic reaction: reactants, conditions, products, and yield Reactants: [Li]CCCC, C1CCOC1, c1cc2c(cc1OCC1CC1)OCO2, CC(C)OB1OC(C)(C)C(C)(C)O1. Product: CC1(C)OB(c2c(OCC3CC3)ccc3c2OCO3)OC1(C)C. As a reaction SMILES: [CH2:15]([Li:16])[CH2:17][CH2:18][CH3:19].[CH2:33]1[O:34][CH2:35][CH2:36][CH2:37]1.[CH:1]1([CH2:4][O:5][c:6]2[cH:7][c:8]3[c:9]([cH:13][cH:14]2)[O:10][CH2:11][O:12]3)[CH2:2][CH2:3]1.[CH:20]([O:21][B:24]1[O:25][C:26]([CH3:31])([CH3:32])[C:27]([CH3:29])([CH3:30])[O:28]1)([CH3:22])[CH3:23]>>[CH:1]1([CH2:4][O:5][c:6]2[c:7]([B:24]3[O:25][C:26]([CH3:31])([CH3:32])[C:27]([CH3:29])([CH3:30])[O:28]3)[c:8]3[c:9]([cH:13][cH:14]2)[O:10][CH2:11][O:12]3)[CH2:2][CH2:3]1. Reactants: N1C=CC=2C1=C(N=CC2)NC(C)=O (N-(1H-pyrrolo[2,3-c]pyridin-7-yl)acetamide), C(#N)C1=CC(=C(C(=O)Cl)C(=C1)F)F (4-cyano-2,6-difluoro benzoyl chloride). Yields the product C(#N)C1=CC(=C(C(=O)C2=CNC3=C(N=CC=C32)NC(C)=O)C(=C1)F)F (N-[3-(4-Cyano-2,6-difluorobenzoyl)-1H-pyrrolo[2,3-c]pyridin-7-yl]acetamide). As a reaction SMILES: [NH:1]1[C:5]2=[C:6]([NH:10][C:11](=[O:13])[CH3:12])[N:7]=[CH:8][CH:9]=[C:4]2[CH:3]=[CH:2]1.[C:14]([C:16]1[CH:24]=[C:23]([F:25])[C:19]([C:20](Cl)=[O:21])=[C:18]([F:26])[CH:17]=1)#[N:15]>>[C:14]([C:16]1[CH:17]=[C:18]([F:26])[C:19]([C:20]([C:3]2[C:4]3[C:5](=[C:6]([NH:10][C:11](=[O:13])[CH3:12])[N:7]=[CH:8][CH:9]=3)[NH:1][CH:2]=2)=[O:21])=[C:23]([F:25])[CH:24]=1)#[N:15]. Reported procedure: N-[3-(4-Cyano-2,6-difluorobenzoyl)-1H-pyrrolo[2,3-c]pyridin-7-yl]acetamide (Compound No. 53) was prepared from N-(1H-pyrrolo[2,3-c]pyridin-7-yl)acetamide and 4-cyano-2,6-difluoro benzoyl chloride. The reactants are C[O-].[Na+] (Sodium methoxide), ClC1=NC=C(C=C1)C#N (2-Chloro pyridine-5-carbonitrile), O1CCOCC1 (dioxane). Solvent: CO (MeOH), CCOC(=O)C (EtOAc), O (H2O). Product: ClC1=NC=C(C(OC)=N)C=C1 (Methyl 6-chloronicotinimidate), solid. Isolated yield 100.0%. RXN SMILES: C[O-].[Na+].[Cl:4][C:5]1[CH:10]=[CH:9][C:8]([C:11]#[N:12])=[CH:7][N:6]=1.[O:13]1CCOC[CH2:14]1>CO.CCOC(C)=O.O>[Cl:4][C:5]1[CH:10]=[CH:9][C:8]([C:11](=[NH:12])[O:13][CH3:14])=[CH:7][N:6]=1 |f:0.1|. Procedure: Sodium methoxide (725 mg, 13.42 mmol) was added to a solution of 2-Chloro pyridine-5-carbonitrile (1.8 g, 13.04 mmol) in MeOH:dioxane (40 ml, 1:1) at 0° C., then stirred for 30 minutes at 0° C., and 1 hour at room temperature. The reaction was diluted with EtOAc (200 ml) and H2O (100 ml), organic layer separated, dried over Na2SO4, filtered and solvent evaporated to yield title compound 1BX as a white solid (2.6 g, 100%) MS (MH 171) The reactants are C(C1=CC=CC=C1)OC=1C=C2C=C(NC2=CC1)C(=O)OCC (ethyl 5-benzyloxyindole-2-carboxylate), C(C1=CC=CC=C1)OC1=CC=C(CCl)C=C1 (4-benzyloxybenzyl chloride), C1OC2=C(O1)C=C(C(=C2)CCl)Cl (6-chloropiperonyl chloride). The product is C(C1=CC=CC=C1)OC1=CC=C(CN2C(=C(C3=CC=CC=C23)C2=CC=CC=C2)C(=O)O)C=C1 (1-(4-benzyloxybenzyl)-3-phenylindole-2-carboxylic acid). RXN SMILES: C(O[C:9]1[CH:10]=[C:11]2[C:15](=[CH:16][CH:17]=1)[NH:14][C:13]([C:18]([O:20]CC)=[O:19])=[CH:12]2)C1C=CC=CC=1.[CH2:23]([O:30][C:31]1[CH:38]=[CH:37][C:34]([CH2:35]Cl)=[CH:33][CH:32]=1)[C:24]1[CH:29]=[CH:28][CH:27]=[CH:26][CH:25]=1.C1O[C:42]2[CH:44]=[C:45](Cl)[C:46](CCl)=[CH:47][C:41]=2O1>>[CH2:23]([O:30][C:31]1[CH:38]=[CH:37][C:34]([CH2:35][N:14]2[C:15]3[C:11](=[CH:10][CH:9]=[CH:17][CH:16]=3)[C:12]([C:41]3[CH:47]=[CH:46][CH:45]=[CH:44][CH:42]=3)=[C:13]2[C:18]([OH:20])=[O:19])=[CH:33][CH:32]=1)[C:24]1[CH:29]=[CH:28][CH:27]=[CH:26][CH:25]=1. Reported procedure: Following the procedure of Example 1(a)-1(d), except substituting ethyl indole-2-carboxylate for ethyl 5-benzyloxyindole-2-carboxylate in step (a) and 4-benzyloxybenzyl chloride for 6-chloropiperonyl chloride in step (c), the title compound was prepared (39% overall). mp 193°-194° C. Reactants: COC1=CC=C(C=C1)C1=CN=C(O1)C=1C=C(C(=O)O)C=CC1 (3-[5-(4-Methoxy-phenyl)-oxazol-2-yl]-benzoic acid), CCN=C=NCCCN(C)C.Cl (EDAC.HCl), C=1C=CC2=C(C1)N=NN2O (HOBT), C(C)(C)(C)OC(=O)NN (hydrazinecarboxylic acid tert-butyl ester). Run in CN(C=O)C (dimethylformamide), O (Water). Reaction conditions: time 48 hour. Yields the product C(C)(C)(C)OC(=O)NNC(C1=CC(=CC=C1)C=1OC(=CN1)C1=CC=C(C=C1)OC)=O (N′-{3-[5-(4-Methoxy-phenyl)-oxazol-2-yl]-benzoyl}-hydrazinecarboxylic acid tert-butyl ester). The yield is 78.2%. RXN SMILES: [CH3:1][O:2][C:3]1[CH:8]=[CH:7][C:6]([C:9]2[O:13][C:12]([C:14]3[CH:15]=[C:16]([CH:20]=[CH:21][CH:22]=3)[C:17](O)=[O:18])=[N:11][CH:10]=2)=[CH:5][CH:4]=1.CCN=C=NCCCN(C)C.Cl.C1C=CC2N(O)N=NC=2C=1.[C:45]([O:49][C:50]([NH:52][NH2:53])=[O:51])([CH3:48])([CH3:47])[CH3:46]>CN(C)C=O.O>[C:45]([O:49][C:50]([NH:52][NH:53][C:17](=[O:18])[C:16]1[CH:20]=[CH:21][CH:22]=[C:14]([C:12]2[O:13][C:9]([C:6]3[CH:5]=[CH:4][C:3]([O:2][CH3:1])=[CH:8][CH:7]=3)=[CH:10][N:11]=2)[CH:15]=1)=[O:51])([CH3:48])([CH3:47])[CH3:46] |f:1.2|. Procedure: 1.5 g (5.0 mmol) of 3-[5-(4-Methoxy-phenyl)-oxazol-2-yl]-benzoic acid from Preparation 4, 1.3 g (6.6 mmol) EDAC.HCl, 0.89 g (6.6 mmol) HOBT, and 0.87 g (6.6 mmol) hydrazinecarboxylic acid tert-butyl ester was dissolved in 20 mL of dimethylformamide. Stirring was continued 48 hours at room temperature. Water (60 mL) was added, and the product was extracted with 1:1 THF/EtOAc (2×). Combined the organic extracts and washed with saturated aqueous NaCl solution (3×), dried (MgSO4). Dried in a vacuum ... Reactants: O=C([O-])[O-], COc1ccc(CCl)cc1, CC(C)=O, [I-], [K+], [K+], [K+], O=[N+]([O-])c1cccc(O)c1. The product is COc1ccc(COc2cccc([N+](=O)[O-])c2)cc1. RXN SMILES: [C:11](=[O:12])([O-:13])[O-:14].[CH3:19][O:20][c:21]1[cH:22][cH:23][c:24]([CH2:25][Cl:26])[cH:27][cH:28]1.[CH3:29][C:30](=[O:31])[CH3:32].[I-:18].[K+:15].[K+:16].[K+:17].[OH:1][c:2]1[cH:3][cH:4][cH:5][c:6]([N+:8]([O-:9])=[O:10])[cH:7]1>>[O:1]([c:2]1[cH:3][cH:4][cH:5][c:6]([N+:8]([O-:9])=[O:10])[cH:7]1)[CH2:25][c:24]1[cH:23][cH:22][c:21]([O:20][CH3:19])[cH:28][cH:27]1. The reactants are BrC1=CC=C(C=C1)N=C=O (p-Bromophenyl isocyanate), NC=1SC2=C(N1)C(=CC(=C2Cl)Cl)SC#N (2-amino-6,7-dichloro-4-thiocyanatobenzothiazole), product. Run in CN(C=O)C (dimethylformamide). Conditions: time 2 hour. Product: BrC1=CC=C(C=C1)NC(NC=1SC2=C(N1)C(=CC(=C2Cl)Cl)SC#N)=O (2-[3-(p-Bromophenyl)ureido]-6,7-dichloro-4-thiocyanatobenzothiazole). Reaction SMILES: [Br:1][C:2]1[CH:7]=[CH:6][C:5]([N:8]=[C:9]=[O:10])=[CH:4][CH:3]=1.[NH2:11][C:12]1[S:13][C:14]2[C:20]([Cl:21])=[C:19]([Cl:22])[CH:18]=[C:17]([S:23][C:24]#[N:25])[C:15]=2[N:16]=1>CN(C)C=O>[Br:1][C:2]1[CH:7]=[CH:6][C:5]([NH:8][C:9](=[O:10])[NH:11][C:12]2[S:13][C:14]3[C:20]([Cl:21])=[C:19]([Cl:22])[CH:18]=[C:17]([S:23][C:24]#[N:25])[C:15]=3[N:16]=2)=[CH:4][CH:3]=1. Procedure: p-Bromophenyl isocyanate (20 g., 0.10 mole) was added in portions to a solution of 27.6 g. (0.10 mole) of 2-amino-6,7-dichloro-4-thiocyanatobenzothiazole in 300 ml. of dimethylformamide. The solution was heated at 100° with stirring for 41/2 hours and cooled at 0° overnight. The solid was collected by filtration. The filtrate was poured into ice water and the solid was collected by filtration. The combined solids were recrystallized from a methanol-dimethylformamide-water mixture to give 22 g. (... Reactants: CC=1C=CC(=CC1)C(=O)O (p-toluic acid), acid chloride, S(=O)(Cl)Cl (thionyl chloride), acid chloride, FC1=C(N)C=C(C=C1)F (2,5-difluoroaniline). Yields the product CC1=CC=C(C(=O)NC2=C(C=CC(=C2)F)F)C=C1 (4-methyl-2',5'-difluorobenzanilide). As a reaction SMILES: [CH3:1][C:2]1[CH:3]=[CH:4][C:5]([C:8]([OH:10])=O)=[CH:6][CH:7]=1.S(Cl)(Cl)=O.[F:15][C:16]1[CH:22]=[CH:21][C:20]([F:23])=[CH:19][C:17]=1[NH2:18]>>[CH3:1][C:2]1[CH:7]=[CH:6][C:5]([C:8]([NH:18][C:17]2[CH:19]=[C:20]([F:23])[CH:21]=[CH:22][C:16]=2[F:15])=[O:10])=[CH:4][CH:3]=1. Reported procedure: First, p-toluic acid is converted to an acid chloride with thionyl chloride. The acid chloride is reacted with 2,5-difluoroaniline to form 4-methyl-2',5'-difluorobenzanilide (V). The compound (V) is then reacted with 2,4-bis(4-methoxyphenyl)-1,3-dithia-2,4-diphosphethane-2,4-disulfide (Lawesson's reagent) to form 4-methyl-2',5'-difluorobenzothioanilide (VI) which is then reacted with potassium tert-butoxide to form 2-(4-methylphenyl)-5-fluorobenzothiazole (VII). The compound (VII) is then reacte... Reactants: O=P(Cl)(Cl)Cl (POCl3), C(N)(=O)C1CN(CCC1)C(=O)OC(C)(C)C (tert-butyl 3-carbamoylpiperidine-1-carboxylate), CC(OCC)=O (EA). The solvent is N1=CC=CC=C1 (pyridine). Run at temperature 0 celsius, time 1 hour. Product: C(#N)C1CN(CCC1)C(=O)OC(C)(C)C (tert-butyl 3-cyanopiperidine-1-carboxylate). Yield: 57.5%. RXN SMILES: [C:1]([CH:4]1[CH2:9][CH2:8][CH2:7][N:6]([C:10]([O:12][C:13]([CH3:16])([CH3:15])[CH3:14])=[O:11])[CH2:5]1)(=O)[NH2:2].O=P(Cl)(Cl)Cl.CC(=O)OCC>N1C=CC=CC=1>[C:1]([CH:4]1[CH2:9][CH2:8][CH2:7][N:6]([C:10]([O:12][C:13]([CH3:16])([CH3:15])[CH3:14])=[O:11])[CH2:5]1)#[N:2]. Reported procedure: A 250-mL 3-necked round-bottomed flask was charged with a solution of tert-butyl 3-carbamoylpiperidine-1-carboxylate (5 g, 21.49 mmol, 1.00 equiv, 98%) in pyridine (50 mL). To this solution, POCl3 (5 g, 32.24 mmol, 1.50 equiv, 98%) was added drop wise at 0° C. and allowed to stir at 0° C. for 1 hour. The progress was monitored by TLC (EA:PE=1:1). The pyridine was removed by distillation. The mixture was diluted with H2O (40 mL) and pH was adjusted to 8 by addition of aqueous NaHCO3. Then, the re... Reactants: C1(=CC=CC=C1)P(C1=CC=CC=C1)C1=CC=CC=C1 (triphenylphosphine), N1C=NC=C1 (imidazole), II (iodine), ClC1=CC=C(C=C1)C1(CC1)CO ([1-(4-chlorophenyl)-cyclopropyl]-methanol). The solvent is ClCCl (dichloromethane), ClCCl (dichloromethane). Run at time 2 hour. The product is ClC1=CC=C(C=C1)C1(CC1)CI (1-Chloro-4-(1-iodomethyl-cyclopropyl)-benzene). RXN SMILES: C1(P(C2C=CC=CC=2)C2C=CC=CC=2)C=CC=CC=1.N1C=CN=C1.[I:25]I.[Cl:27][C:28]1[CH:33]=[CH:32][C:31]([C:34]2([CH2:37]O)[CH2:36][CH2:35]2)=[CH:30][CH:29]=1>ClCCl>[Cl:27][C:28]1[CH:33]=[CH:32][C:31]([C:34]2([CH2:37][I:25])[CH2:36][CH2:35]2)=[CH:30][CH:29]=1. Procedure details: To a stirred solution of triphenylphosphine (3.45 g, 13 mmol) and imidazole (0.90 g, 13 mmol) in dichloromethane (25 ml) under an argon atmosphere was added slowly iodine (3.33 g, 13 mmol) and [1-(4-chlorophenyl)-cyclopropyl]-methanol (2.00 g, 11 mmol). The mixture was stirred for 2 hours at room temperature, then dichloromethane (75 ml) was added and mixture was extracted with saturated sodium thiosulfate solution (100 ml) and hydrochloric acid (1N, 50 ml). The organic layer was dried over MgSO...